describe an organic reaction: reactants, conditions, products, and yield From a dataset of the Open Reaction Database (ORD), a public repository of structured organic reaction records. The reactants are NC1=NC=C(C(=C1C)C)C (2-amino-3,4,5-trimethylpyridine), Br (HBr), N(=O)[O-].[Na+] (NaNO2), N(=O)[O-].[Na+] (NaNO2), BrBr (bromine), [OH-].[Na+] (NaOH). Solvent: O (water), C(C)(=O)OCC (ethyl acetate). Conditions: temperature -13.5 celsius, time 20 minute. Yields the product BrC1=NC=C(C(=C1C)C)C (2-bromo-3,4,5-trimethylpyridine). Yield: 87.0%. As a reaction SMILES: N[C:2]1[C:7]([CH3:8])=[C:6]([CH3:9])[C:5]([CH3:10])=[CH:4][N:3]=1.[BrH:11].BrBr.N([O-])=O.[Na+].[OH-].[Na+]>O.C(OCC)(=O)C>[Br:11][C:2]1[C:7]([CH3:8])=[C:6]([CH3:9])[C:5]([CH3:10])=[CH:4][N:3]=1 |f:3.4,5.6|. Reported procedure: 10.3 g (0.075 mol) of 2-amino-3,4,5-trimethylpyridine was added to 30 mL of 60% HBr. The mixture was cooled to −10 to −17° C. and pre-cooled 36.0 g (0.23 mol) bromine was added dropwise and the mixture was stirred for 20 mins. Pre-cooled (0° C.) NaNO2 solution of 13.5 g (0.19 mol) NaNO2 dissolved in 20 mL water was added dropwise into the reaction mixture at −10° C.˜−17° C. After addition, the reaction was stirred for one hour. Ice-cooled 25% NaOH solution was added slowly until the solution bec... Reactants: CC1=C2C(=NC=C1NC(CCC)=O)N(C(=N2)CCC)CC2=CC=C(C=C2)C2=C(C=CC=C2)S(=O)(=O)N (7-methyl-2-propyl-3-[2'-(aminosulfonyl)[1,1']biphenyl-4-yl]methyl-6-[(1-oxobutyl)amino]-3H-imidazo[4,5-b]pyridine). Run in CO (MeOH), Cl (HCl). Reaction conditions: temperature 50 celsius. Product: NC=1C(=C2C(=NC1)N(C(=N2)CCC)CC2=CC=C(C=C2)C2=C(C=CC=C2)S(=O)(=O)N)C (6-amino-7-methyl-2-propyl-3-[[2'-(aminosulfonyl)[1,1']biphenyl-4-yl]methyl]-3H-imidazo[4,5-b]pyridine). Reaction SMILES: [CH3:1][C:2]1[C:7]([NH:8]C(=O)CCC)=[CH:6][N:5]=[C:4]2[N:14]([CH2:20][C:21]3[CH:26]=[CH:25][C:24]([C:27]4[CH:32]=[CH:31][CH:30]=[CH:29][C:28]=4[S:33]([NH2:36])(=[O:35])=[O:34])=[CH:23][CH:22]=3)[C:15]([CH2:17][CH2:18][CH3:19])=[N:16][C:3]=12>CO.Cl>[NH2:8][C:7]1[C:2]([CH3:1])=[C:3]2[N:16]=[C:15]([CH2:17][CH2:18][CH3:19])[N:14]([CH2:20][C:21]3[CH:22]=[CH:23][C:24]([C:27]4[CH:32]=[CH:31][CH:30]=[CH:29][C:28]=4[S:33]([NH2:36])(=[O:35])=[O:34])=[CH:25][CH:26]=3)[C:4]2=[N:5][CH:6]=1. Procedure: A mixture of 7-methyl-2-propyl-3-[2'-(aminosulfonyl)[1,1']biphenyl-4-yl]methyl-6-[(1-oxobutyl)amino]-3H-imidazo[4,5-b]pyridine (180 mg) in 10 mL of MeOH and 1 mL of conc aqueous HCl was heated to 50° C. for 30 h. The MeOH was removed in vacuo and 100 mL of CH2Cl2 was added. The mixture was washed with saturated aqueous NaHC03 (2×30 mL), dried (Na2SO4), and concentrated to give the title compound as a foam. Reactants: CC=1C=CC(=C(CO)C1)[N+](=O)[O-] (5-methyl-2-nitrobenzylalcohol), S(=O)(Cl)Cl (thionyl chloride). Run in C1=CC=CC=C1 (benzene). Conditions: time 18 hour. Yields the product CC=1C=CC(=C(CCl)C1)[N+](=O)[O-] (5-methyl-2-nitrobenzylchloride). RXN SMILES: [CH3:1][C:2]1[CH:3]=[CH:4][C:5]([N+:10]([O-:12])=[O:11])=[C:6]([CH:9]=1)[CH2:7]O.S(Cl)([Cl:15])=O>C1C=CC=CC=1>[CH3:1][C:2]1[CH:3]=[CH:4][C:5]([N+:10]([O-:12])=[O:11])=[C:6]([CH:9]=1)[CH2:7][Cl:15]. Reported procedure: The above reaction product obtained in step (a) is mixed with 600 ml of benzene and 60 ml of thionyl chloride, and left to stand for 18 hours at room temperature. The reaction solution is concentrated and subsequently partitioned between benzene and ice-water. After the organic phase is washed, dried and evaporated, the heading compound remains as an orange, semi-crystalline crude product, which is used in step (c) without further purification. Starting materials: C[C@H](C1=CC=CC=C1)NC(CC(C1=CC(=C(C=C1)F)F)NC(=O)OC(C)(C)C)=O (3-t-Butoxycarbonylamino-3-(3,4-difluorophenyl)propionic acid (R)-α-methylbenzylamide), Cl.C(C)(=O)OCC (HCl ethyl acetate). RXN SMILES: [CH3:1][C@@H:2]([NH:9][C:10](=[O:29])[CH2:11][CH:12]([NH:21]C(OC(C)(C)C)=O)[C:13]1[CH:18]=[CH:17][C:16]([F:19])=[C:15]([F:20])[CH:14]=1)[C:3]1[CH:8]=[CH:7][CH:6]=[CH:5][CH:4]=1.Cl.C(OCC)(=O)C>C(OCC)(=O)C>[CH3:1][C@@H:2]([NH:9][C:10](=[O:29])[CH2:11][CH:12]([NH2:21])[C:13]1[CH:18]=[CH:17][C:16]([F:19])=[C:15]([F:20])[CH:14]=1)[C:3]1[CH:8]=[CH:7][CH:6]=[CH:5][CH:4]=1 |f:1.2|. Reaction conditions: time 40 minute. Product: C[C@H](C1=CC=CC=C1)NC(CC(C1=CC(=C(C=C1)F)F)N)=O (3-Amino-3-(3,4-Difluorophenyl)propionic Acid (R)-α-methylbenzylamide). Reported procedure: 3-t-Butoxycarbonylamino-3-(3,4-difluorophenyl)propionic acid (R)-α-methylbenzylamide (6.5 g, 16.1 mmol) was dissolved in 40 mL of ethyl acetate and cooled in an ice bath. The solution was treated with 50 mL of saturated HCl/ethyl acetate solution and allowed to stir for 40 minutes. Nitrogen was bubbled through the reaction solution for 45 minutes, and the mixture was then evaporated to dryness. The resulting residue was reconcentrated from methanol and ethyl ether, and filtered from ethyl ether ... Run in C(C)(=O)OCC (ethyl acetate).